Dataset: the Open Reaction Database (ORD), a public repository of structured organic reaction records. Task: describe an organic reaction: reactants, conditions, products, and yield The reactants are C1CCOC1, COc1cc2ncnc(Sc3cccc(N)c3)c2cc1OC, CN(C)c1ccncc1, CC(C)(c1cc(NC(=O)Oc2ccccc2)n(-c2ccccc2)n1)C(F)(F)F. The product is COc1cc2ncnc(Sc3cccc(NC(=O)Nc4cc(C(C)(C)C(F)(F)F)nn4-c4ccccc4)c3)c2cc1OC. As a reaction SMILES: [CH2:51]1[O:52][CH2:53][CH2:54][CH2:55]1.[CH3:1][O:2][c:3]1[cH:4][c:5]2[c:6]([S:15][c:16]3[cH:17][c:18]([NH2:19])[cH:20][cH:21][cH:22]3)[n:7][cH:8][n:9][c:10]2[cH:11][c:12]1[O:13][CH3:14].[CH3:56][N:57]([c:58]1[cH:59][cH:60][n:61][cH:62][cH:63]1)[CH3:64].[c:23]1(-[n:29]2[n:30][c:31]([C:44]([C:45]([F:46])([F:47])[F:48])([CH3:49])[CH3:50])[cH:32][c:33]2[NH:34][C:35]([O:36][c:38]2[cH:39][cH:40][cH:41][cH:42][cH:43]2)=[O:37])[cH:24][cH:25][cH:26][cH:27][cH:28]1>>[CH3:1][O:2][c:3]1[cH:4][c:5]2[c:6]([S:15][c:16]3[cH:17][c:18]([NH:19][C:35]([NH:34][c:33]4[n:29](-[c:23]5[cH:24][cH:25][cH:26][cH:27][cH:28]5)[n:30][c:31]([C:44]([C:45]([F:46])([F:47])[F:48])([CH3:49])[CH3:50])[cH:32]4)=[O:36])[cH:20][cH:21][cH:22]3)[n:7][cH:8][n:9][c:10]2[cH:11][c:12]1[O:13][CH3:14]. Starting materials: ClC1=C2CC[C@H]3[C@@H]4CCC([C@@]4(C)CC[C@@H]3[C@]2(CCC1=O)C)=O (4-chloroandrost-4-ene-3,17-dione), [NH4+].[OH-] (NH4OH). The solvent is O1CCOCC1 (dioxane). Reaction conditions: time 24 hour. Yields the product NC1=C2CC[C@H]3[C@@H]4CCC([C@@]4(C)CC[C@@H]3[C@]2(CCC1=O)C)=O (4-aminoandrost-4-ene-3,17-dione). Isolated yield 31.0%. RXN SMILES: Cl[C:2]1[C:19](=[O:20])[CH2:18][CH2:17][C@@:16]2([CH3:21])[C:3]=1[CH2:4][CH2:5][C@@H:6]1[C@@H:15]2[CH2:14][CH2:13][C@@:11]2([CH3:12])[C@H:7]1[CH2:8][CH2:9][C:10]2=[O:22].[NH4+:23].[OH-]>O1CCOCC1>[NH2:23][C:2]1[C:19](=[O:20])[CH2:18][CH2:17][C@@:16]2([CH3:21])[C:3]=1[CH2:4][CH2:5][C@@H:6]1[C@@H:15]2[CH2:14][CH2:13][C@@:11]2([CH3:12])[C@H:7]1[CH2:8][CH2:9][C:10]2=[O:22] |f:1.2|. Procedure: A mixture of 4-chloroandrost-4-ene-3,17-dione (1.93 g, 6 mmole), dioxane (60 ml) and 30% NH4OH aqueous solution (120 ml) is stirred at room temperature during 24 hours. The organic solvent and excess of ammonia are evaporated in vacuo and the resulting aqueous residue is acidified to pH 1 by carefully adding conc. HCl. The aqueous solution is washed twice with ethyl acetate and brought to pH 11 by carefully adding conc. NaOH. The resulting precipitate is filtered off, washed with water and dried... The reactants are Cc1ccc(N)cc1Br, COC(=O)c1ccc(CN2CCN(C)CC2)cc1, C[Al](C)C, Cc1ccccc1. Product: Cc1ccc(NC(=O)c2ccc(CN3CCN(C)CC3)cc2)cc1Br. RXN SMILES: [Br:5][c:6]1[cH:7][c:8]([NH2:9])[cH:10][cH:11][c:12]1[CH3:13].[CH3:14][O:15][C:16]([c:17]1[cH:18][cH:19][c:20]([CH2:23][N:24]2[CH2:25][CH2:26][N:27]([CH3:30])[CH2:28][CH2:29]2)[cH:21][cH:22]1)=[O:31].[CH3:1][Al:2]([CH3:3])[CH3:4].[CH3:32][c:33]1[cH:34][cH:35][cH:36][cH:37][cH:38]1>>[Br:5][c:6]1[cH:7][c:8]([NH:9][C:16](=[O:15])[c:17]2[cH:18][cH:19][c:20]([CH2:23][N:24]3[CH2:25][CH2:26][N:27]([CH3:30])[CH2:28][CH2:29]3)[cH:21][cH:22]2)[cH:10][cH:11][c:12]1[CH3:13]. Starting materials: CC(=O)O[BH-](OC(C)=O)OC(C)=O, CC(=O)O, C(=C1CCNCC1)c1ccccc1, ClCCl, O=Cc1ccccc1OCCCN1CCCCC1, [Na+], [Na+], [OH-]. Product: C(=C1CCN(Cc2ccccc2OCCCN2CCCCC2)CC1)c1ccccc1. Reaction SMILES: [C:32]([O:33][BH-:34]([O:35][C:36](=[O:37])[CH3:38])[O:39][C:40](=[O:41])[CH3:42])(=[O:43])[CH3:44].[CH3:51][C:52](=[O:53])[OH:54].[CH:19]([c:20]1[cH:21][cH:22][cH:23][cH:24][cH:25]1)=[C:26]1[CH2:27][CH2:28][NH:29][CH2:30][CH2:31]1.[Cl:48][CH2:49][Cl:50].[N:1]1([CH2:7][CH2:8][CH2:9][O:10][c:11]2[c:12]([CH:13]=[O:14])[cH:15][cH:16][cH:17][cH:18]2)[CH2:2][CH2:3][CH2:4][CH2:5][CH2:6]1.[Na+:45].[Na+:47].[OH-:46]>>[N:1]1([CH2:7][CH2:8][CH2:9][O:10][c:11]2[c:12]([CH2:13][N:29]3[CH2:28][CH2:27][C:26](=[CH:19][c:20]4[cH:21][cH:22][cH:23][cH:24][cH:25]4)[CH2:31][CH2:30]3)[cH:15][cH:16][cH:17][cH:18]2)[CH2:2][CH2:3][CH2:4][CH2:5][CH2:6]1.